From a dataset of the Open Reaction Database (ORD), a public repository of structured organic reaction records. describe an organic reaction: reactants, conditions, products, and yield Reactants: Cc1cc(CCCC(CC(=O)OC(C)(C)C)C(=O)NC(C(=O)NC(C)c2ccccc2)C(C)(C)C)ccc1Oc1ccccc1, ClCCl, O=C(O)C(F)(F)F. Product: Cc1cc(CCCC(CC(=O)O)C(=O)NC(C(=O)NC(C)c2ccccc2)C(C)(C)C)ccc1Oc1ccccc1. Reaction SMILES: [CH3:8][C:9]([CH:10]([C:11](=[O:12])[NH:13][CH:14]([CH3:15])[c:16]1[cH:17][cH:18][cH:19][cH:20][cH:21]1)[NH:22][C:23](=[O:24])[CH:25]([CH2:26][C:27](=[O:28])[O:29][C:30]([CH3:31])([CH3:32])[CH3:33])[CH2:34][CH2:35][CH2:36][c:37]1[cH:38][c:39]([CH3:50])[c:40]([O:43][c:44]2[cH:45][cH:46][cH:47][cH:48][cH:49]2)[cH:41][cH:42]1)([CH3:51])[CH3:52].[Cl:53][CH2:54][Cl:55].[OH:1][C:2]([C:3]([F:4])([F:5])[F:6])=[O:7]>>[CH3:8][C:9]([CH:10]([C:11](=[O:12])[NH:13][CH:14]([CH3:15])[c:16]1[cH:17][cH:18][cH:19][cH:20][cH:21]1)[NH:22][C:23](=[O:24])[CH:25]([CH2:26][C:27](=[O:28])[OH:29])[CH2:34][CH2:35][CH2:36][c:37]1[cH:38][c:39]([CH3:50])[c:40]([O:43][c:44]2[cH:45][cH:46][cH:47][cH:48][cH:49]2)[cH:41][cH:42]1)([CH3:51])[CH3:52].